Dataset: the Open Reaction Database (ORD), a public repository of structured organic reaction records. Task: describe an organic reaction: reactants, conditions, products, and yield The reactants are O=C([O-])[O-], CC(C)(C)OC(=O)C1CNC(=O)N1C(=O)OCc1ccccc1, CI, CC(C)=O, [K+], [K+]. Yields the product CN1CC(C(=O)OC(C)(C)C)N(C(=O)OCc2ccccc2)C1=O. RXN SMILES: [C:24](=[O:25])([O-:26])[O-:27].[CH2:1]([c:2]1[cH:3][cH:4][cH:5][cH:6][cH:7]1)[O:8][C:9](=[O:10])[N:11]1[C:12](=[O:23])[NH:13][CH2:14][CH:15]1[C:16](=[O:17])[O:18][C:19]([CH3:20])([CH3:21])[CH3:22].[CH3:30][I:31].[CH3:32][C:33](=[O:34])[CH3:35].[K+:28].[K+:29]>>[CH2:1]([c:2]1[cH:3][cH:4][cH:5][cH:6][cH:7]1)[O:8][C:9](=[O:10])[N:11]1[C:12](=[O:23])[N:13]([CH3:24])[CH2:14][CH:15]1[C:16](=[O:17])[O:18][C:19]([CH3:20])([CH3:21])[CH3:22]. Reactants: Cl (HCl), O.[OH-].[Li+] (lithium hydroxide monohydrate), ClC=1C=CC(=NC1)OC1CCN(CC1)S(=O)(=O)N[C@@H](C(=O)OC)C(C)C (methyl (R)-2-{[4-(5-chloropyridin-2-yloxy)piperidine-1 sulfonyl]amino}-3-methylbutyrate). The solvent is O (water), CO.O1CCCC1 (methanol tetrahydrofuran). Run at temperature 45 celsius, time 8 hour. Product: ClC=1C=CC(=NC1)OC1CCN(CC1)S(=O)(=O)N[C@@H](C(=O)O)C(C)C (2-(R)-{[4-(5-chloropyridin-2-yloxy)piperidine-1-sulfonyl]amino}-3-methylbutyric acid). The yield is 66.0%. As a reaction SMILES: O.[OH-].[Li+].[Cl:4][C:5]1[CH:6]=[CH:7][C:8]([O:11][CH:12]2[CH2:17][CH2:16][N:15]([S:18]([NH:21][C@H:22]([CH:27]([CH3:29])[CH3:28])[C:23]([O:25]C)=[O:24])(=[O:20])=[O:19])[CH2:14][CH2:13]2)=[N:9][CH:10]=1.Cl>O.CO.O1CCCC1>[Cl:4][C:5]1[CH:6]=[CH:7][C:8]([O:11][CH:12]2[CH2:17][CH2:16][N:15]([S:18]([NH:21][C@H:22]([CH:27]([CH3:29])[CH3:28])[C:23]([OH:25])=[O:24])(=[O:20])=[O:19])[CH2:14][CH2:13]2)=[N:9][CH:10]=1 |f:0.1.2,6.7|. Procedure: A solution of lithium hydroxide monohydrate (0.35 g, 8.3 mmol) in water (5 ml) was added to a solution of methyl (R)-2-{[4-(5-chloropyridin-2-yloxy)piperidine-1 sulfonyl]amino}-3-methylbutyrate (1.7 g, 4.2 mmol), [prepared as described in Example 2], in methanol/tetrahydrofuran (1:1, 25 ml) and the reaction mixture was warmed to 45° C. After stirring overnight, reaction mixture was adjusted to pH 6 using 1M HCl and the product was extracted into ethyl acetate. The organic layer was washed with b... The reactants are OC1=C(C=CC(=C1)O)CCNCC(=O)O (N-[(2,4-dihydroxyphenyl)ethyl]glycine), C1=CC(=CC=C1O)O[C@H]2[C@@H]([C@H]([C@@H]([C@H](O2)CO)O)O)O (Arbutin). The solvent is O (water), O (Water). Yields the product OC1=C(C=CC(=C1)O)CC=NCC(=O)O (N-[(2,4-dihydroxyphenyl)ethylidene]glycine). RXN SMILES: [OH:1][C:2]1[CH:7]=[C:6]([OH:8])[CH:5]=[CH:4][C:3]=1[CH2:9][CH2:10][NH:11][CH2:12][C:13]([OH:15])=[O:14].C1C(O)=CC=C(O[C@@H]2O[C@H](CO)[C@@H](O)[C@H](O)[C@H]2O)C=1>O>[OH:1][C:2]1[CH:7]=[C:6]([OH:8])[CH:5]=[CH:4][C:3]=1[CH2:9][CH:10]=[N:11][CH2:12][C:13]([OH:15])=[O:14]. Procedure: Ingredients. (1) Water 97.5 (2) Resacetophenone 1.5 (3) Glycine 1.0. Procedure. The mixture of all ingredients is heated at 90 to 95 C for 2 hours. A solution of N-[(2,4-dihydroxyphenyl)ethylidene]glycine in water is obtained. It is then hydrogenated over Ni catalyst, filtered, and then acidified to pH 6.5. [RS]-N-[(2,4-dihydroxyphenyl)ethyl]glycine is thus obtained, which is then resolved into the corresponding [R] and [S] optical isomers. Both the [R,S] and [R] and [S] compounds thus obtained ... Reactants: ClCC=1N=C(OC1C)C1=CC=C(C=C1)CC (4-chloromethyl-2-(4-ethyl-phenyl)-5-methyl-oxazole), C([O-])([O-])=O.[K+].[K+] (potassium carbonate), [I-].[K+] (potassium iodide), C(C)OC(C(CC1=C(C=C(C=C1)O)C)OCC)=O ([rac]-2-ethoxy-3-(4-hydroxy-2-methyl-phenyl)-propionic acid ethyl ester). Product: C(C)OC(C(CC1=C(C=C(C=C1)OCC=1N=C(OC1C)C1=CC=C(C=C1)CC)C)OCC)=O ([rac]-2-ethoxy-3-{4-[2-(4-ethyl-phenyl)-5-methyl-oxazol-4-ylmethoxy]-2-methyl-phenyl}-propionic acid ethyl ester). RXN SMILES: [CH2:1]([O:3][C:4](=[O:18])[CH:5]([O:15][CH2:16][CH3:17])[CH2:6][C:7]1[CH:12]=[CH:11][C:10]([OH:13])=[CH:9][C:8]=1[CH3:14])[CH3:2].Cl[CH2:20][C:21]1[N:22]=[C:23]([C:27]2[CH:32]=[CH:31][C:30]([CH2:33][CH3:34])=[CH:29][CH:28]=2)[O:24][C:25]=1[CH3:26].C(=O)([O-])[O-].[K+].[K+].[I-].[K+]>>[CH2:1]([O:3][C:4](=[O:18])[CH:5]([O:15][CH2:16][CH3:17])[CH2:6][C:7]1[CH:12]=[CH:11][C:10]([O:13][CH2:20][C:21]2[N:22]=[C:23]([C:27]3[CH:28]=[CH:29][C:30]([CH2:33][CH3:34])=[CH:31][CH:32]=3)[O:24][C:25]=2[CH3:26])=[CH:9][C:8]=1[CH3:14])[CH3:2] |f:2.3.4,5.6|. Reported procedure: In analogy to the procedure described in example 120 f], [rac]-2-ethoxy-3-(4-hydroxy-2-methyl-phenyl)-propionic acid ethyl ester (example 129 c]) was reacted with 4-chloromethyl-2-(4-ethyl-phenyl)-5-methyl-oxazole (example 122 a]) in the presence of potassium carbonate and potassium iodide to yield [rac]-2-ethoxy-3-{4-[2-(4-ethyl-phenyl)-5-methyl-oxazol-4-ylmethoxy]-2-methyl-phenyl}-propionic acid ethyl ester, which was further saponified in analogy to the procedure described in example 120 f] t... The product is C1(CCCC1)OC1=CC=C(C(=O)C2=C(C3=C(S2)C=C(C=C3)OC)C3=CC=CC=C3)C=C1 (2-(4-Cyclopentyloxybenzoyl)-3-Phenyl-6-Methoxybenzo[b]thiophene). Procedure: 3-Phenyl-6-methoxybenzo[b]thiophene and p-cyclopentyloxybenzoyl chloride were converted to the title compound by the procedure of Example 1 to yield 6 g of crude product. Reactants: C1(=CC=CC=C1)C=1C2=C(SC1)C=C(C=C2)OC (3-Phenyl-6-methoxybenzo[b]thiophene), C1(CCCC1)OC1=CC=C(C(=O)Cl)C=C1 (p-cyclopentyloxybenzoyl chloride). RXN SMILES: [C:1]1([C:7]2[C:8]3[CH:15]=[CH:14][C:13]([O:16][CH3:17])=[CH:12][C:9]=3[S:10][CH:11]=2)[CH:6]=[CH:5][CH:4]=[CH:3][CH:2]=1.[CH:18]1([O:23][C:24]2[CH:32]=[CH:31][C:27]([C:28](Cl)=[O:29])=[CH:26][CH:25]=2)[CH2:22][CH2:21][CH2:20][CH2:19]1>>[CH:18]1([O:23][C:24]2[CH:25]=[CH:26][C:27]([C:28]([C:11]3[S:10][C:9]4[CH:12]=[C:13]([O:16][CH3:17])[CH:14]=[CH:15][C:8]=4[C:7]=3[C:1]3[CH:2]=[CH:3][CH:4]=[CH:5][CH:6]=3)=[O:29])=[CH:31][CH:32]=2)[CH2:19][CH2:20][CH2:21][CH2:22]1. The reactants are CCc1cc(-c2cccc(C(=O)CC(=O)Nc3cc(C(F)(F)F)c(Cl)cc3NC(=O)OC(C)(C)C)c2)ccn1, ClCCl, O=C(O)C(F)(F)F. The product is CCc1cc(-c2cccc(C3=Nc4cc(Cl)c(C(F)(F)F)cc4NC(=O)C3)c2)ccn1. RXN SMILES: [C:1]([O:2][C:3](=[O:4])[NH:7][c:8]1[c:9]([NH:19][C:20]([CH2:21][C:22](=[O:5])[c:24]2[cH:25][c:26](-[c:30]3[cH:31][c:32]([CH2:36][CH3:37])[n:33][cH:34][cH:35]3)[cH:27][cH:28][cH:29]2)=[O:38])[cH:10][c:11]([C:15]([F:16])([F:17])[F:18])[c:12]([Cl:14])[cH:13]1)([CH3:6])([CH3:23])[CH3:39].[Cl:47][CH2:48][Cl:49].[F:40][C:41]([F:42])([F:43])[C:44]([OH:45])=[O:46]>>[N:7]1=[C:22]([c:24]2[cH:25][c:26](-[c:30]3[cH:31][c:32]([CH2:36][CH3:37])[n:33][cH:34][cH:35]3)[cH:27][cH:28][cH:29]2)[CH2:21][C:20](=[O:38])[NH:19][c:9]2[c:8]1[cH:13][c:12]([Cl:14])[c:11]([C:15]([F:16])([F:17])[F:18])[cH:10]2. Reactants: O=C1C(=CN=C2N1C=CC1=CC=CC=C21)C(=O)OCC (ethyl 4-oxo-4H-pyrimido[2,1-a]isoquinoline-3-carboxylate), [OH-].[Na+] (NaOH), O (H2O). Solvent: C(C)O (ethanol). Product: O=C1C(=CN=C2N1C=CC1=CC=CC=C21)C(=O)O (4-Oxo-4H-pyrimido[2,1-a]isoquinoline-3-carboxylic Acid). RXN SMILES: [O:1]=[C:2]1[N:7]2[CH:8]=[CH:9][C:10]3[C:15]([C:6]2=[N:5][CH:4]=[C:3]1[C:16]([O:18]CC)=[O:17])=[CH:14][CH:13]=[CH:12][CH:11]=3.[OH-].[Na+].O>C(O)C>[O:1]=[C:2]1[N:7]2[CH:8]=[CH:9][C:10]3[C:15]([C:6]2=[N:5][CH:4]=[C:3]1[C:16]([OH:18])=[O:17])=[CH:14][CH:13]=[CH:12][CH:11]=3 |f:1.2|. Procedure: A mixture of ethyl 4-oxo-4H-pyrimido[2,1-a]isoquinoline-3-carboxylate (2.78 g., 0.010 mole), 1.0 N NaOH (15.0 ml.), H2O (40 ml.) and ethanol (30 ml.) was refluxed for 15 minutes. The mixture was filtered and the cooled filtrate acidified with 15.0 ml. of 1.0 N HCl to precipitate crude acid (2.36 g.), m.p. 193°-223°. Two recrystallizations from 2-methoxyethanol gave peach needles, m.p. 252°-253.5°. The reactants are CN(C)C=O, CCOC(C)=O, CC1(C2(Cc3ccc(F)cc3)CO2)CC1(F)F, c1nc[nH]n1. The product is CC1(C(O)(Cc2ccc(F)cc2)Cn2cncn2)CC1(F)F. As a reaction SMILES: [CH3:23][N:24]([CH3:25])[CH:26]=[O:27].[CH3:28][CH2:29][O:30][C:31](=[O:32])[CH3:33].[F:1][c:2]1[cH:3][cH:4][c:5]([CH2:6][C:7]2([C:10]3([CH3:15])[C:11]([F:13])([F:14])[CH2:12]3)[O:8][CH2:9]2)[cH:16][cH:17]1.[nH:18]1[n:19][cH:20][n:21][cH:22]1>>[F:1][c:2]1[cH:3][cH:4][c:5]([CH2:6][C:7]([OH:8])([CH2:9][n:18]2[n:19][cH:20][n:21][cH:22]2)[C:10]2([CH3:15])[C:11]([F:13])([F:14])[CH2:12]2)[cH:16][cH:17]1. Starting materials: CC(=O)O[BH-](OC(C)=O)OC(C)=O, O=C([O-])O, Cc1c(C=O)cnn1C, CC(=O)O, ClCCl, CC(C)(C)OC(=O)Nc1ccccc1NC(=O)c1ccc(C2CCNCC2)cc1, [Na+], [Na+]. Yields the product Cc1c(CN2CCC(c3ccc(C(=O)Nc4ccccc4NC(=O)OC(C)(C)C)cc3)CC2)cnn1C. As a reaction SMILES: [C:43]([O:44][BH-:45]([O:46][C:47](=[O:48])[CH3:49])[O:50][C:51](=[O:52])[CH3:53])(=[O:54])[CH3:55].[C:57](=[O:58])([OH:59])[O-:60].[CH3:1][n:2]1[n:3][cH:4][c:5]([CH:8]=[O:9])[c:6]1[CH3:7].[CH3:39][C:40](=[O:41])[OH:42].[Cl:62][CH2:63][Cl:64].[NH:10]1[CH2:11][CH2:12][CH:13]([c:16]2[cH:17][cH:18][c:19]([C:20](=[O:21])[NH:22][c:23]3[c:24]([NH:29][C:30]([O:31][C:32]([CH3:33])([CH3:34])[CH3:35])=[O:36])[cH:25][cH:26][cH:27][cH:28]3)[cH:37][cH:38]2)[CH2:14][CH2:15]1.[Na+:56].[Na+:61]>>[CH3:1][n:2]1[n:3][cH:4][c:5]([CH2:8][N:10]2[CH2:11][CH2:12][CH:13]([c:16]3[cH:17][cH:18][c:19]([C:20](=[O:21])[NH:22][c:23]4[c:24]([NH:29][C:30]([O:31][C:32]([CH3:33])([CH3:34])[CH3:35])=[O:36])[cH:25][cH:26][cH:27][cH:28]4)[cH:37][cH:38]3)[CH2:14][CH2:15]2)[c:6]1[CH3:7]. The reactants are CCOC(=O)COc1ccc(S(=O)(=O)Cl)cc1C, CCO, Cl, C1COCCO1, [Sn]. Product: CCOC(=O)COc1ccc(S)cc1C. Reaction SMILES: [CH2:1]([CH3:2])[O:3][C:4]([CH2:5][O:6][c:7]1[c:8]([CH3:17])[cH:9][c:10]([S:13]([Cl:14])(=[O:15])=[O:16])[cH:11][cH:12]1)=[O:18].[CH3:27][CH2:28][OH:29].[ClH:20].[O:21]1[CH2:22][CH2:23][O:24][CH2:25][CH2:26]1.[Sn:19]>>[CH2:1]([CH3:2])[O:3][C:4]([CH2:5][O:6][c:7]1[c:8]([CH3:17])[cH:9][c:10]([SH:13])[cH:11][cH:12]1)=[O:18].